The task is: describe an organic reaction: reactants, conditions, products, and yield. This data is from the Open Reaction Database (ORD), a public repository of structured organic reaction records. Starting materials: O=NO, Nc1ncc(Oc2ccccc2)nc1N1CCOCC1, O=P(Cl)(Cl)Cl. The product is Clc1ncc(Oc2ccccc2)nc1N1CCOCC1. As a reaction SMILES: [N:21]([OH:22])=[O:23].[NH2:1][c:2]1[n:3][cH:4][c:5]([O:14][c:15]2[cH:16][cH:17][cH:18][cH:19][cH:20]2)[n:6][c:7]1[N:8]1[CH2:9][CH2:10][O:11][CH2:12][CH2:13]1.[P:24]([Cl:25])([Cl:26])([Cl:27])=[O:28]>>[c:2]1([Cl:26])[n:3][cH:4][c:5]([O:14][c:15]2[cH:16][cH:17][cH:18][cH:19][cH:20]2)[n:6][c:7]1[N:8]1[CH2:9][CH2:10][O:11][CH2:12][CH2:13]1. Reactants: NC=1SC=C(N1)CSCCC#N (3-(2-aminothiazol-4-ylmethylthio)propionitrile), Cl.C(N)(=N)C1=NNC=C1 (amidinopyrazole hydrochloride), CN1C(N(CC1)C)=O (1,3-dimethyl-2- imidazolidinone). Run in O (water). Product: N(C(=N)N)C=1SC=C(N1)CSCCC#N (3-(2-guanidinothiazol-4-ylmethylthio)propionitrile). Isolated yield 38.5%. Reaction SMILES: [NH2:1][C:2]1[S:3][CH:4]=[C:5]([CH2:7][S:8][CH2:9][CH2:10][C:11]#[N:12])[N:6]=1.Cl.[C:14](C1C=CNN=1)(=[NH:16])[NH2:15].CN1CCN(C)C1=O>O>[NH:1]([C:2]1[S:3][CH:4]=[C:5]([CH2:7][S:8][CH2:9][CH2:10][C:11]#[N:12])[N:6]=1)[C:14]([NH2:16])=[NH:15] |f:1.2|. Reported procedure: To 5 g of 3-(2-aminothiazol-4-ylmethylthio)propionitrile were added 11 g of amidinopyrazole hydrochloride and 15 ml of 1,3-dimethyl-2- imidazolidinone and the mixture was heated to 110°-120° C. for 4 hours. After cooling, 120 ml of water was added to the reaction mixture and then the product was extracted twice with 50 ml of ethyl acetate and washed. The aqueous layer thus formed was collected, added with 11 g of anhydrous potassium carbonate and 10 ml of isopropanol, the crystals thus formed we... Starting materials: CN(C)C=O, [S-]c1ccc(Cl)cc1, NC(=O)c1ccc(Cl)c(Cl)c1, [K+]. The product is NC(=O)c1ccc(Sc2ccc(Cl)cc2)c(Cl)c1. Reaction SMILES: [CH3:21][N:22]([CH3:23])[CH:24]=[O:25].[Cl:12][c:13]1[cH:14][cH:15][c:16]([S-:19])[cH:17][cH:18]1.[Cl:1][c:2]1[cH:3][c:4]([C:5](=[O:6])[NH2:7])[cH:8][cH:9][c:10]1[Cl:11].[K+:20]>>[Cl:1][c:2]1[cH:3][c:4]([C:5](=[O:6])[NH2:7])[cH:8][cH:9][c:10]1[S:19][c:16]1[cH:15][cH:14][c:13]([Cl:12])[cH:18][cH:17]1. Starting materials: CC(C(=O)O)CCC(=O)O (2-Methylglutaric acid), C(C)(=O)Cl (acetyl chloride), C1(CCCCC1)NC1CCCCC1.COC(=O)CCC(C(=O)O)C (4-methoxycarbonyl-2-methyl butanoic acid dicyclohexylamine salt). Product: COC(=O)CCC(C(=O)O)C (4-Methoxycarbonyl-2-methylbutanoic acid). Reaction SMILES: CC(CCC(O)=O)C(O)=O.C(Cl)(=O)C.C1(NC2CCCCC2)CCCCC1.[CH3:28][O:29][C:30]([CH2:32][CH2:33][CH:34]([CH3:38])[C:35]([OH:37])=[O:36])=[O:31]>>[CH3:28][O:29][C:30]([CH2:32][CH2:33][CH:34]([CH3:38])[C:35]([OH:37])=[O:36])=[O:31] |f:2.3|. Reported procedure: 2-Methylglutaric acid (14.6 g.) and acetyl chloride (26 ml.) are heated in the steam bath for one hour. The mixture is concentrated to dryness in vacuo and the residue evaporated twice from toluene. The residue is dissolved in methanol (4.7 ml.), heated on the steam bath for 1 hour and concentrated to dryness. The residue is dissolved in a mixture of ether (17 ml.), dicyclohexylamine (16.7 ml.) and hexane (83 ml.). The crystalline salt is filtered, stirred and treated with boiling ethyl acetate ...